Dataset: the Open Reaction Database (ORD), a public repository of structured organic reaction records. Task: describe an organic reaction: reactants, conditions, products, and yield Isolated yield 99.7%. Procedure details: Sodium hydroxide solution (1M; 100 ml) was added to a solution of 2-ethanoyloxy-3-(3,3-dimethylbutyl)-naphthalene-1,4-dione (3.5 g)(see Example 44) in THF (100 ml) at room temperature and stirred for 4 hours. The THF was removed under vacuum and the resultant solution was washed with diethyl ether (3x). The aqueous layer was acidified then extracted with diethyl ether (x3), the combined extracts washed with water, dried over magnesium sulphate then evaporated to dryness under vacuum to yield 3 g... Yields the product CC(CCC=1C(C2=CC=CC=C2C(C1O)=O)=O)(C)C (2-(3.3-dimethylbutyl)-3-hydroxy-naphthalene-1.4-dione). Reaction conditions: time 4 hour. The reactants are [OH-].[Na+] (Sodium hydroxide), C(C)(=O)OC=1C(C2=CC=CC=C2C(C1CCC(C)(C)C)=O)=O (2-ethanoyloxy-3-(3,3-dimethylbutyl)-naphthalene-1,4-dione). Reaction SMILES: [OH-].[Na+].C([O:6][C:7]1[C:8](=[O:24])[C:9]2[C:14]([C:15](=[O:23])[C:16]=1[CH2:17][CH2:18][C:19]([CH3:22])([CH3:21])[CH3:20])=[CH:13][CH:12]=[CH:11][CH:10]=2)(=O)C>C1COCC1>[CH3:20][C:19]([CH3:22])([CH3:21])[CH2:18][CH2:17][C:16]1[C:15](=[O:23])[C:14]2[C:9]([C:8](=[O:24])[C:7]=1[OH:6])=[CH:10][CH:11]=[CH:12][CH:13]=2 |f:0.1|. Solvent: C1CCOC1 (THF). Reactants: CC1(OCCO1)C1=CC=C(O1)CN1N=CC(=C1)N (1-[5-(2-methyl-[1,3]dioxolan-2-yl)-furan-2-ylmethyl]-1H-pyrazol-4-ylamine), C1(=CC=C(C=C1)C1=C(N=CO1)C(=O)O)C (5-p-tolyl-oxazole-4-carboxylic acid), 05b. Product: C(C)(=O)C1=CC=C(O1)CN1N=CC(=C1)NC(=O)C=1N=COC1C1=CC=C(C=C1)C (5-p-Tolyl-oxazole-4-carboxylic acid [1-(5-acetyl-furan-2-ylmethyl)-1H-pyrazol-4-yl]-amide). RXN SMILES: [CH3:1][C:2]1([C:7]2[O:11][C:10]([CH2:12][N:13]3[CH:17]=[C:16]([NH2:18])[CH:15]=[N:14]3)=[CH:9][CH:8]=2)[O:6]CCO1.[C:19]1([CH3:33])[CH:24]=[CH:23][C:22]([C:25]2[O:29][CH:28]=[N:27][C:26]=2[C:30](O)=[O:31])=[CH:21][CH:20]=1>>[C:2]([C:7]1[O:11][C:10]([CH2:12][N:13]2[CH:17]=[C:16]([NH:18][C:30]([C:26]3[N:27]=[CH:28][O:29][C:25]=3[C:22]3[CH:23]=[CH:24][C:19]([CH3:33])=[CH:20][CH:21]=3)=[O:31])[CH:15]=[N:14]2)=[CH:9][CH:8]=1)(=[O:6])[CH3:1]. Reported procedure: Following general procedure B followed by T, starting from 1-[5-(2-methyl-[1,3]dioxolan-2-yl)-furan-2-ylmethyl]-1H-pyrazol-4-ylamine and 5-p-tolyl-oxazole-4-carboxylic acid. LC-MS-conditions 05b: tR=1.04 min; [M+H]+=391.15.